Dataset: the Open Reaction Database (ORD), a public repository of structured organic reaction records. Task: describe an organic reaction: reactants, conditions, products, and yield Reactants: COC(=O)c1ccc(-c2ccc(CCN(Cc3ccccc3)C(=O)OC(C)(C)C)cc2)cc1NC(C)C, C1COCCO1, Cl, C1CCOC1. Yields the product COC(=O)c1ccc(-c2ccc(CCNCc3ccccc3)cc2)cc1NC(C)C. RXN SMILES: [CH2:1]([c:2]1[cH:3][cH:4][cH:5][cH:6][cH:7]1)[N:8]([CH2:9][CH2:10][c:11]1[cH:12][cH:13][c:14](-[c:17]2[cH:18][c:19]([NH:27][CH:28]([CH3:29])[CH3:30])[c:20]([C:23](=[O:24])[O:25][CH3:26])[cH:21][cH:22]2)[cH:15][cH:16]1)[C:31]([O:32][C:33]([CH3:34])([CH3:35])[CH3:36])=[O:37].[CH2:44]1[O:45][CH2:46][CH2:47][O:48][CH2:49]1.[ClH:38].[O:39]1[CH2:40][CH2:41][CH2:42][CH2:43]1>>[CH2:1]([c:2]1[cH:3][cH:4][cH:5][cH:6][cH:7]1)[NH:8][CH2:9][CH2:10][c:11]1[cH:12][cH:13][c:14](-[c:17]2[cH:18][c:19]([NH:27][CH:28]([CH3:29])[CH3:30])[c:20]([C:23](=[O:24])[O:25][CH3:26])[cH:21][cH:22]2)[cH:15][cH:16]1. Reactants: FC1=CC(=C(C=C1)NC(C)=O)O (N-(4-fluoro-2-hydroxyphenyl)acetamide), O1[C@@H](C1)COS(=O)(=O)C1=CC(=CC=C1)[N+](=O)[O-] ((2S)-oxiran-2-ylmethyl-3-nitrobenzenesulfonate), C(=O)([O-])[O-].[Cs+].[Cs+] (Cs2CO3). Solvent: CN(C)C=O (DMF). Conditions: time 2 hour. The product is FC1=CC(=C(C=C1)NC(C)=O)OC[C@H]1OC1 (N-{4-Fluoro-2-[(2S)-oxiran-2-ylmethoxy]phenyl)acetamide). The yield is 59.9%. As a reaction SMILES: [F:1][C:2]1[CH:7]=[CH:6][C:5]([NH:8][C:9](=[O:11])[CH3:10])=[C:4]([OH:12])[CH:3]=1.[O:13]1[CH2:15][C@H:14]1[CH2:16]OS(C1C=CC=C([N+]([O-])=O)C=1)(=O)=O.C([O-])([O-])=O.[Cs+].[Cs+]>CN(C=O)C>[F:1][C:2]1[CH:7]=[CH:6][C:5]([NH:8][C:9](=[O:11])[CH3:10])=[C:4]([O:12][CH2:16][C@@H:14]2[CH2:15][O:13]2)[CH:3]=1 |f:2.3.4|. Procedure: A mixture of N-(4-fluoro-2-hydroxyphenyl)acetamide (1.69 g, 10.0 mmol), (2S)-oxiran-2-ylmethyl-3-nitrobenzenesulfonate (2.59 g, 10.0 mmol) and Cs2CO3 (4.87 g, 15.0 mmol) in DMF (15 mL) was stirred at room temperature for 2 h. The reaction mixture was partitioned between ethylacetate and H2O. The organic layer was dried over Na2SO4 filtered and concentrated. The residue was purified by silica gel flash chromatography to give the subtitled compound (1.35 g). Reported procedure: Synthesis of this amine was carried out in analogy to Amine AMN-33 employing tert-butyl 2,8-diazaspiro[4.5]decane-2-carboxylate (1 eq.) and 4-chloro-2-methylpyridine (5 eq.) as starting materials. In step 1 the number of equivalents of N-ethyl-diisopropylamine was adjusted to 5 and the reaction mixture was stirred at 90° C. for 48 h. Step 1—yield: 87%; Step 2—yield: >99% Run at temperature 90 celsius, time 48 hour. Starting materials: amine, ClC1=CC(=NC=C1)C (4-chloro-2-methylpyridine), C(C)N(C(C)C)C(C)C (N-ethyl-diisopropylamine), Amine, C1N(CCC12CCNCC2)C(=O)OC(C)(C)C (tert-butyl 2,8-diazaspiro[4.5]decane-2-carboxylate). The product is Cl.Cl.CC1=NC=CC(=C1)N1CCC2(CCNC2)CC1 (8-(2-Methylpyridin-4-yl)-2,8-diazaspiro[4.5]decane dihydrochloride). Yield: 87.0%. Reaction SMILES: [CH2:1]1[C:5]2([CH2:10][CH2:9][NH:8][CH2:7][CH2:6]2)[CH2:4][CH2:3][N:2]1C(OC(C)(C)C)=O.[Cl:18][C:19]1[CH:24]=[CH:23][N:22]=[C:21]([CH3:25])[CH:20]=1.C(N(C(C)C)C(C)C)C>>[ClH:18].[ClH:18].[CH3:25][C:21]1[CH:20]=[C:19]([N:8]2[CH2:7][CH2:6][C:5]3([CH2:1][NH:2][CH2:3][CH2:4]3)[CH2:10][CH2:9]2)[CH:24]=[CH:23][N:22]=1 |f:3.4.5|. The reactants are CCO, Cc1csc(C2=CCN(CCCC(O)c3ccc(F)cc3)CC2)n1. The product is Cc1csc(C2CCN(CCCC(O)c3ccc(F)cc3)CC2)n1. RXN SMILES: [CH3:25][CH2:26][OH:27].[F:1][c:2]1[cH:3][cH:4][c:5]([CH:8]([CH2:9][CH2:10][CH2:11][N:12]2[CH2:13][CH2:14][C:15]([c:18]3[s:19][cH:20][c:21]([CH3:23])[n:22]3)=[CH:16][CH2:17]2)[OH:24])[cH:6][cH:7]1>>[F:1][c:2]1[cH:3][cH:4][c:5]([CH:8]([CH2:9][CH2:10][CH2:11][N:12]2[CH2:13][CH2:14][CH:15]([c:18]3[s:19][cH:20][c:21]([CH3:23])[n:22]3)[CH2:16][CH2:17]2)[OH:24])[cH:6][cH:7]1. Starting materials: ClC1=C(C=CC(=C1)Cl)N=C1NCCN1 (2-(2,4-dichlorophenylimino)imidazolidine), C(=O)OCC (ethyl formate). The product is O.C(=O)N1C(NCC1)=NC1=C(C=C(C=C1)Cl)Cl (1-formyl-2-(2,4-dichlorophenylimino)imidazolidine hydrate). RXN SMILES: [Cl:1][C:2]1[CH:7]=[C:6]([Cl:8])[CH:5]=[CH:4][C:3]=1[N:9]=[C:10]1[NH:14][CH2:13][CH2:12][NH:11]1.[CH:15](OCC)=[O:16]>>[OH2:16].[CH:15]([N:14]1[CH2:13][CH2:12][NH:11][C:10]1=[N:9][C:3]1[CH:4]=[CH:5][C:6]([Cl:8])=[CH:7][C:2]=1[Cl:1])=[O:16] |f:2.3|. Procedure: A solution of 6.9 g 2-(2,4-dichlorophenylimino)imidazolidine and 150 ml ethyl formate was refluxed gently on the steam bath for twenty minutes. The mixture was cooled and filtered to give a white solid. Recrystallisation from propan-2-ol gave the novel compound 1-formyl-2-(2,4-dichlorophenylimino)imidazolidine hydrate, melting point 168°-170° C. Starting materials: C(C=C)N(CC=C)CC1=CC=C(S1)S(=O)(=O)NC(C(=O)N)CCNC1=NC=C(C=C1)[N+](=O)[O-] (2-(5-Diallylaminomethyl-thiophene-2-sulfonylamino)-[2-(5-nitro-pyridin-2-ylamino)ethyl]-acetamide), CN1C(=O)N(C(=O)CC1=O)C (N,N′-dimethylbarbituric acid). Reagents/catalysts: C=1C=CC(=CC1)[P](C=2C=CC=CC2)(C=3C=CC=CC3)[Pd]([P](C=4C=CC=CC4)(C=5C=CC=CC5)C=6C=CC=CC6)([P](C=7C=CC=CC7)(C=8C=CC=CC8)C=9C=CC=CC9)[P](C=1C=CC=CC1)(C=1C=CC=CC1)C=1C=CC=CC1 (Pd(PPh3)4). The solvent is CH3Cl2. The product is NCC1=CC=C(S1)S(=O)(=O)NC(C(=O)N)CCNC1=NC=C(C=C1)[N+](=O)[O-] (2-(5-aminomethyl-thiophen-2-sulfonylamino)-[2-(5-nitro-pyridin-2-ylamino)-ethyl]-acetamide). RXN SMILES: C([N:4]([CH2:8][C:9]1[S:13][C:12]([S:14]([NH:17][CH:18]([CH2:22][CH2:23][NH:24][C:25]2[CH:30]=[CH:29][C:28]([N+:31]([O-:33])=[O:32])=[CH:27][N:26]=2)[C:19]([NH2:21])=[O:20])(=[O:16])=[O:15])=[CH:11][CH:10]=1)CC=C)C=C.CN1C(=O)CC(=O)N(C)C1=O>C1C=CC([P]([Pd]([P](C2C=CC=CC=2)(C2C=CC=CC=2)C2C=CC=CC=2)([P](C2C=CC=CC=2)(C2C=CC=CC=2)C2C=CC=CC=2)[P](C2C=CC=CC=2)(C2C=CC=CC=2)C2C=CC=CC=2)(C2C=CC=CC=2)C2C=CC=CC=2)=CC=1>[NH2:4][CH2:8][C:9]1[S:13][C:12]([S:14]([NH:17][CH:18]([CH2:22][CH2:23][NH:24][C:25]2[CH:30]=[CH:29][C:28]([N+:31]([O-:33])=[O:32])=[CH:27][N:26]=2)[C:19]([NH2:21])=[O:20])(=[O:16])=[O:15])=[CH:11][CH:10]=1 |^1:48,50,69,88|. Procedure: A solution of the bisallylamine 2c (7.25 mmol), N,N′-dimethylbarbituric acid (NDMBA 2.8 g, 18.1 mmol), and Pd(PPh3)4 (148.8 mg, 0.13 mmol) in CH3Cl2 is degassed by bubbling argon for 10 min. The reaction mixture for 3 h at r.t. whereupon the desired amine 2d precipitates as its NDMBA salt. The mixture is diluted with EtOAc (200 ml) and hexane (200 ml) and washed with water (3×50 ml). The crude compound 2D is pure enough to be used in the next step without further purification. Starting materials: ClS(=O)(=O)O (Chlorosulfonic acid), BrC1=CC(=CC=2C(=COC21)CC2=CC(=CC=C2)F)F (7-Bromo-5-fluoro-3-(3-fluoro-benzyl)-benzofuran), BrC1=C(C=CC(=C1)F)O (2-bromo-4-fluoro-phenol), FC=1C=C(C=CC=O)C=CC1 (3-fluoro-cinnamaldehyde), N1=CC=CC=C1 (pyridine), P(Cl)(Cl)(Cl)(Cl)Cl (phosphorus pentachloride). Run in ClCCl (dichloromethane), O (Water), ClCCl (dichloromethane). Reaction conditions: temperature -15 celsius, time 10 minute. The product is BrC1=CC(=CC=2C(=C(OC21)S(=O)(=O)Cl)CC2=CC(=CC=C2)F)F (7-bromo-5-fluoro-3-(3-fluoro-benzyl)-benzofuran-2-sulfonyl chloride). RXN SMILES: [Br:1][C:2]1[C:10]2[O:9][CH:8]=[C:7]([CH2:11][C:12]3[CH:17]=[CH:16][CH:15]=[C:14]([F:18])[CH:13]=3)[C:6]=2[CH:5]=[C:4]([F:19])[CH:3]=1.BrC1C=C(F)C=CC=1O.FC1C=C(C=CC=1)C=CC=O.[Cl:40][S:41](O)(=[O:43])=[O:42].N1C=CC=CC=1.P(Cl)(Cl)(Cl)(Cl)Cl>ClCCl.O>[Br:1][C:2]1[C:10]2[O:9][C:8]([S:41]([Cl:40])(=[O:43])=[O:42])=[C:7]([CH2:11][C:12]3[CH:17]=[CH:16][CH:15]=[C:14]([F:18])[CH:13]=3)[C:6]=2[CH:5]=[C:4]([F:19])[CH:3]=1. Procedure: 7-Bromo-5-fluoro-3-(3-fluoro-benzyl)-benzofuran (0.97 gm, 3.0 mmol, prepared from 2-bromo-4-fluoro-phenol and 3-fluoro-cinnamaldehyde following the procedure of steps 1 and 2 of Example 8) was dissolved in dichloromethane (30 ml) and chilled to −15° C. Chlorosulfonic acid (0.26 ml, 3.9 mmol) in dichloromethane (2 ml) was added in portions, and the reaction mixture was stirred for 10 minutes then warmed to room temperature and stirred for 16 hours. To the resulting slurry was added pyridine (0.33... The reactants are OC=C1C(NC2=CC=CC=C12)=O (3-(hydroxymethylene)-1,3-dihydro-2H-indol-2-one), NC1=CC=C(C=C1)NS(=O)(=O)C (N-(4-aminophenyl)-methanesulfonamide). Yields the product O=C\1NC2=CC=CC=C2/C1=C/NC1=CC=C(C=C1)NS(=O)(=O)C (N-(4-{[(Z)-(2-oxo-1,2-dihydro-3H-indol-3-ylidene)methyl]amino}phenyl)methanesulfonamide), solid. As a reaction SMILES: O[CH:2]=[C:3]1[C:11]2[C:6](=[CH:7][CH:8]=[CH:9][CH:10]=2)[NH:5][C:4]1=[O:12].[NH2:13][C:14]1[CH:19]=[CH:18][C:17]([NH:20][S:21]([CH3:24])(=[O:23])=[O:22])=[CH:16][CH:15]=1>>[O:12]=[C:4]1[NH:5][C:6]2[C:11](/[C:3]/1=[CH:2]/[NH:13][C:14]1[CH:19]=[CH:18][C:17]([NH:20][S:21]([CH3:24])(=[O:23])=[O:22])=[CH:16][CH:15]=1)=[CH:10][CH:9]=[CH:8][CH:7]=2. Reported procedure: The title compound was prepared analogous to Example 5 from 3-(hydroxymethylene)-1,3-dihydro-2H-indol-2-one (0.164 g, 1.02 mmol) and N-(4-aminophenyl)-methanesulfonamide [53250-82-1, 0.186 g, 1.0 mmol] to provide a yellow solid (0.249 g). 1H NMR (DMSO) 10.67 (d, 1H); 10.45 (s, 1H); 9.56 (s, 1H); 8.50 (d, 1H); 7.52 (d, 1H); 7.35 (d, 2H); 7.18 (d, 2H); 6.95 (m, 1H); 6.89 (m, 1H); 6.80 (m, 1H); 2.92 (s, 3H), MP>250. APCI (−ve) 328. Analytical Calculated for C16H15N3O3S: C, 58.35; H, 4.59; N, 12.76;... Starting materials: CC(C(C)O)O (2,3-butanediol), C1(=CC=C(C=C1)S(=O)(=O)O)C (p-toluenesulfonic acid), C1(=CC=CC=C1)C (toluene). Reaction conditions: temperature 120 celsius. Product: CC1OC2(OC1C)C(CCCC2C)C (2,3,6,10-tetramethyl-1,4-dioxaspiro[4,5]decane). As a reaction SMILES: [CH3:1][CH:2]([OH:6])[CH:3]([OH:5])[CH3:4].[C:7]1([CH3:17])[CH:12]=[CH:11][C:10](S(O)(=O)=O)=[CH:9][CH:8]=1.[C:18]1(C)C=CC=CC=1>>[CH3:4][CH:3]1[CH:2]([CH3:1])[O:6][C:8]2([CH:9]([CH3:18])[CH2:10][CH2:11][CH2:12][CH:7]2[CH3:17])[O:5]1. Reported procedure: A reaction flask equipped with a Dean Stark trap was charged with 2,6-dimethyl cyclohehanone (200 g), 2,3-butanediol (315 g), p-toluenesulfonic acid (2 g) and toluene (300 mL). The reaction mass was heated to reflux (110-130° C.). Water (36 mL) was collected in the Dean Stark trap. When no water was recovered the reaction mass was cooled to an ambient temperature, neutralized with 10% aqueous sodium carbonate (100 mL) and washed with brine. Purification by vacuum distillation afforded 2,3,6,10-t...